This data is from the Open Reaction Database (ORD), a public repository of structured organic reaction records. The task is: describe an organic reaction: reactants, conditions, products, and yield Solvent: CCOCC (ether), C(Cl)Cl (methylene chloride). Starting materials: CC(C)(C)[SiH2]OC1CC(OC2(C1)OCCCC2)C/C=C(/C(=O)OCC)\C (ethyl 4-[4-[(1,1-dimethylethyl)silyl]oxy-1,7-dioxaspiro[5.5]undec-2-yl]-2-methyl-2E-butenoate), [Cr](=O)(=O)([O-])Cl.[NH+]1=CC=CC=C1 (pyridinium chlorochromate). Product: title compound, CC(C)(C)[SiH2]OC1CC(OC2(C1)OCCCC2)C/C=C(/C=O)\C (4-[4-[(1,1-dimethylethyl)silyl]oxy-1,7-dioxaspiro[5.5]undec-2-yl]-2-methyl-2E-butenealdehyde). As a reaction SMILES: [CH3:1][C:2]([SiH2:5][O:6][CH:7]1[CH2:12][C:11]2([CH2:17][CH2:16][CH2:15][CH2:14][O:13]2)[O:10][CH:9]([CH2:18]/[CH:19]=[C:20](\[CH3:26])/[C:21](OCC)=[O:22])[CH2:8]1)([CH3:4])[CH3:3].[Cr](Cl)([O-])(=O)=O.[NH+]1C=CC=CC=1>C(Cl)Cl.CCOCC>[CH3:4][C:2]([SiH2:5][O:6][CH:7]1[CH2:12][C:11]2([CH2:17][CH2:16][CH2:15][CH2:14][O:13]2)[O:10][CH:9]([CH2:18]/[CH:19]=[C:20](\[CH3:26])/[CH:21]=[O:22])[CH2:8]1)([CH3:1])[CH3:3] |f:1.2|. Procedure details: To a solution of ethyl 4-[4-[(1,1-dimethylethyl)silyl]oxy-1,7-dioxaspiro[5.5]undec-2-yl]-2-methyl-2E-butenoate, (10.0 g; 27.0 mmoles) in methylene chloride (160 ml) is added finely powdered pyridinium chlorochromate (PCC; 8.7 g; 40.5 mmoles) in a single portion with stirring under nitrogen at 25°. After twenty minutes the reaction mixture is diluted with ether (800 ml) and filtered through celite. The chromium salt residue is washed several times with ether, the washes filtered through celite, a... Starting materials: OCC=1C=C(C=O)C=CC1 (3-hydroxymethylbenzaldehyde), C(C)(C)(C)[Si](C1=CC=CC=C1)(C1=CC=CC=C1)Cl (t-butylchlorodiphenyl silane), N1(CCCC1)C1=CC=NC=C1 (4-pyrrolidinopyridine). Solvent: C(Cl)Cl (methylene chloride), C(C)N(CC)CC (triethylamine). Run at time 8 hour. The product is [Si](C1=CC=CC=C1)(C1=CC=CC=C1)(C(C)(C)C)OCC=1C=C(C=O)C=CC1 (3-t-butyldiphenylsilyloxymethylbenzaldehyde). Reaction SMILES: [OH:1][CH2:2][C:3]1[CH:4]=[C:5]([CH:8]=[CH:9][CH:10]=1)[CH:6]=[O:7].[C:11]([Si:15](Cl)([C:22]1[CH:27]=[CH:26][CH:25]=[CH:24][CH:23]=1)[C:16]1[CH:21]=[CH:20][CH:19]=[CH:18][CH:17]=1)([CH3:14])([CH3:13])[CH3:12].N1(C2C=CN=CC=2)CCCC1>C(Cl)Cl.C(N(CC)CC)C>[Si:15]([O:7][CH2:6][C:5]1[CH:4]=[C:3]([CH:10]=[CH:9][CH:8]=1)[CH:2]=[O:1])([C:11]([CH3:14])([CH3:13])[CH3:12])([C:22]1[CH:23]=[CH:24][CH:25]=[CH:26][CH:27]=1)[C:16]1[CH:21]=[CH:20][CH:19]=[CH:18][CH:17]=1. Procedure details: To a solution of 3-hydroxymethylbenzaldehyde (step 1) (3 g) in methylene chloride (15 mL) and triethylamine (4.1 mL) was slowly added t-butylchlorodiphenyl silane (8 mL). Finally, a few mgs of 4-pyrrolidinopyridine was added as a catalyst. The reaction mixture was stirred overnight at room temperature (R.T.). The solution was quenched with 25% ammonium acetate and extracted with ethyl acetate, which was washed with brine (2×), dried over sodium sulfate, filtered and evaporated to dryness. Purifi...